Task: describe an organic reaction: reactants, conditions, products, and yield. Dataset: the Open Reaction Database (ORD), a public repository of structured organic reaction records Starting materials: O (water), BrC1=NC(=NC(=C1)Br)S(=O)(=O)C (4,6-dibromo-2-(methysulfonyl)pyrimidine), [H-].[Na+] (sodium hydride), C(C1=CC=CC=C1)O (benzyl alcohol). Solvent: C1(=CC=CC=C1)C (toluene). Yields the product BrC1=NC(=NC(=C1)Br)OCC1=CC=CC=C1 (4,6-dibromo-2-(phenylmethoxy)pyrimidine). Reaction SMILES: [Br:1][C:2]1[CH:7]=[C:6]([Br:8])[N:5]=[C:4](S(C)(=O)=O)[N:3]=1.[CH2:13]([OH:20])[C:14]1[CH:19]=[CH:18][CH:17]=[CH:16][CH:15]=1.[H-].[Na+].O>C1(C)C=CC=CC=1>[Br:1][C:2]1[CH:7]=[C:6]([Br:8])[N:5]=[C:4]([O:20][CH2:13][C:14]2[CH:19]=[CH:18][CH:17]=[CH:16][CH:15]=2)[N:3]=1 |f:2.3|. Procedure details: 4,6-dibromo-2-(methysulfonyl)pyrimidine (Compound III-3) (1.5 g, 0.00476 mol) was dissolved in toluene, and benzyl alcohol (Compound II-64) (0.515 g, 0.00476×1.0 mol) was added thereto. While cooling with ice, 60% sodium hydride (0.21 g, 0.00476×1.1 mol) was added while stirring. After stirred for 6 hours, the reaction solution was poured into water and extracted with toluene. The organic phase was washed with saturated aqueous sodium chloride, dried over anhydrous sodium sulfate and filtered, a... Starting materials: C1COCCO1, FC1(C2CC2)CNC1, CCN(C(C)C)C(C)C, Cl, O=C(Nc1ccc(Sc2nc(Cl)cc(Nc3ncns3)n2)cc1)C1CC1. Reaction SMILES: [CH2:45]1[O:46][CH2:47][CH2:48][O:49][CH2:50]1.[CH:28]1([C:31]2([F:35])[CH2:32][NH:33][CH2:34]2)[CH2:29][CH2:30]1.[CH:36]([N:37]([CH2:38][CH3:39])[CH:40]([CH3:41])[CH3:42])([CH3:43])[CH3:44].[ClH:27].[s:1]1[n:2][cH:3][n:4][c:5]1[NH:6][c:7]1[n:8][c:9]([S:14][c:15]2[cH:16][cH:17][c:18]([NH:21][C:22](=[O:23])[CH:24]3[CH2:25][CH2:26]3)[cH:19][cH:20]2)[n:10][c:11]([Cl:13])[cH:12]1>>[s:1]1[n:2][cH:3][n:4][c:5]1[NH:6][c:7]1[n:8][c:9]([S:14][c:15]2[cH:16][cH:17][c:18]([NH:21][C:22](=[O:23])[CH:24]3[CH2:25][CH2:26]3)[cH:19][cH:20]2)[n:10][c:11]([N:33]2[CH2:32][C:31]([CH:28]3[CH2:29][CH2:30]3)([F:35])[CH2:34]2)[cH:12]1. Product: O=C(Nc1ccc(Sc2nc(Nc3ncns3)cc(N3CC(F)(C4CC4)C3)n2)cc1)C1CC1.